From a dataset of the Open Reaction Database (ORD), a public repository of structured organic reaction records. describe an organic reaction: reactants, conditions, products, and yield Reactants: CC1N(C(CCC1)C)CC#N ((2,6-Dimethyl-1-piperidinyl)acetonitrile). Reagents/catalysts: [Ni] (Raney Nickel). Run in CCO (EtOH). Run at time 5 hour. Yields the product CC1N(C(CCC1)C)CCN (2-(2,6-Dimethyl-1-piperidinyl)ethylamine). Isolated yield 78.3%. Reaction SMILES: [CH3:1][CH:2]1[CH2:7][CH2:6][CH2:5][CH:4]([CH3:8])[N:3]1[CH2:9][C:10]#[N:11]>[Ni].CCO>[CH3:1][CH:2]1[CH2:7][CH2:6][CH2:5][CH:4]([CH3:8])[N:3]1[CH2:9][CH2:10][NH2:11]. Procedure: A mixture of nitrile 279 (3.13 g, 20.6 mmol) and Raney Nickel (50% w/w suspension in water, ca. 2 mL) in EtOH (30 mL) and cNH3 (2 mL) was stirred under H2 (60 psi) for 5 h. The suspension was filtered through Celite, washed with EtOH (3×10 mL) and the solvent evaporated to give diamine 280 (2.52 g, 78%) as a colourless oil which was used without further purification: 1H NMR δ 2.71-2.76 (m, 2H, CH2N), 2.63-2.68 (m, 2H, CH2N), 2.41-2.47 (m, 2H, 2×CH), 1.49-1.55 (m, 2H, CH2), 1.43 (br s, 2H, NH2), ... As a reaction SMILES: [Na].[Cl:2][C:3]1[CH:11]=[C:10]([Cl:12])[CH:9]=[CH:8][C:4]=1[CH2:5][C:6]#[N:7].[CH2:13]([O:15][C:16](=[O:24])[CH2:17][CH2:18][C:19](OCC)=[O:20])[CH3:14]>>[Cl:2][C:3]1[CH:11]=[C:10]([Cl:12])[CH:9]=[CH:8][C:4]=1[CH:5]([C:6]#[N:7])[C:19](=[O:20])[CH2:18][CH2:17][C:16]([O:15][CH2:13][CH3:14])=[O:24] |^1:0|. The yield is 49.8%. Procedure: A clean, dry 500 ml 3-neck R.B. flask was equipped with a reflux condenser, mechanical stirrer, addition funnel, and nitrogen inlet. The flask was charged with 600 ml of ethanol (distilled from magnesium turnings and stored over type 3A molecular sieves) followed by 30.0 g (1.30 mol) of sodium, and the reaction mixture stirred and heated until all the sodium had dissolved. The temperature of the reaction mixture was then raised to the reflux point, and a mixture of 186.03 g (1.00 mol) of 2,4-dic... Yields the product ClC1=C(C=CC(=C1)Cl)C(C(CCC(=O)OCC)=O)C#N (ethyl 5-(2',4'-dichlorophenyl)-5-cyano-4-ketopentanoate). The reactants are [Na] (sodium), [Na] (sodium), ClC1=C(CC#N)C=CC(=C1)Cl (2,4-dichlorobenzyl cyanide), C(C)OC(CCC(=O)OCC)=O (diethylsuccinate).